This data is from the Open Reaction Database (ORD), a public repository of structured organic reaction records. The task is: describe an organic reaction: reactants, conditions, products, and yield Reactants: NC1CCC2=CC=CC=C12 (Racemic 1-aminoindan), C([O-])([O-])=O.[K+].[K+] (potassium carbonate), C(C)#N (acetonitrile), [Cl-] (chloride). Conditions: temperature 60 celsius. The product is Cl.C(C#C)NC1CCC2=CC=CC=C12 (Racemic N-propargyl-1-aminoindan hydrochloride). Reaction SMILES: [NH2:1][CH:2]1[C:10]2[C:5](=[CH:6][CH:7]=[CH:8][CH:9]=2)[CH2:4][CH2:3]1.[C:11](=O)([O-])[O-].[K+].[K+].[Cl-:17].[C:18](#N)[CH3:19]>>[ClH:17].[CH2:11]([NH:1][CH:2]1[C:10]2[C:5](=[CH:6][CH:7]=[CH:8][CH:9]=2)[CH2:4][CH2:3]1)[C:18]#[CH:19] |f:1.2.3,6.7|. Reported procedure: Racemic 1-aminoindan (10.0 g) and 10.4 g of potassium carbonate were added to 75 ml of acetonitrile. The resulting suspension was heated to 60° C. and 4.5 g of proparyl chloride were added dropwise. Reactants: O=C[O-], O=C1NCc2c1cccc2[N+](=O)[O-], [NH4+], CN(C)C=O. Yields the product Nc1cccc2c1CNC2=O. RXN SMILES: [CH:14]([O-:15])=[O:16].[N+:1]([O-:2])(=[O:3])[c:4]1[c:5]2[c:9]([cH:10][cH:11][cH:12]1)[C:8](=[O:13])[NH:7][CH2:6]2.[NH4+:17].[O:18]=[CH:19][N:20]([CH3:21])[CH3:22]>>[NH2:1][c:4]1[c:5]2[c:9]([cH:10][cH:11][cH:12]1)[C:8](=[O:13])[NH:7][CH2:6]2. Reaction SMILES: [Br:19][CH2:20][C:21](=[O:22])[O:23][CH2:24][CH3:25].[CH3:40][CH2:41][O:42][C:43](=[O:44])[CH3:45].[CH:26]([N:27]([CH:28]([CH3:29])[CH3:30])[CH2:31][CH3:32])([CH3:33])[CH3:34].[Cl:1][c:2]1[cH:3][c:4]([NH2:18])[cH:5][c:6]([Cl:17])[c:7]1[O:8][c:9]1[cH:10][cH:11][c:12]([O:15][CH3:16])[cH:13][cH:14]1.[O:35]=[CH:36][N:37]([CH3:38])[CH3:39]>>[Cl:1][c:2]1[cH:3][c:4]([NH:18][CH2:20][C:21](=[O:22])[O:23][CH2:24][CH3:25])[cH:5][c:6]([Cl:17])[c:7]1[O:8][c:9]1[cH:10][cH:11][c:12]([O:15][CH3:16])[cH:13][cH:14]1. The reactants are CCOC(=O)CBr, CCOC(C)=O, CCN(C(C)C)C(C)C, COc1ccc(Oc2c(Cl)cc(N)cc2Cl)cc1, CN(C)C=O. Yields the product CCOC(=O)CNc1cc(Cl)c(Oc2ccc(OC)cc2)c(Cl)c1.